From a dataset of the Open Reaction Database (ORD), a public repository of structured organic reaction records. describe an organic reaction: reactants, conditions, products, and yield Reactants: C(C1=CC=CC=C1)N1C(NC(C(=C1)C)=O)=O (1-benzyl-5-methyl-1H-pyrimidine-2,4-dione), [OH-].[Na+] (sodium hydroxide), BrCCCBr (1,3-Dibromopropane). Reagents/catalysts: [Br-].C(CCC)[N+](CCCC)(CCCC)CCCC (tetrabutylammonium bromide). Run in CN(C=O)C (N,N-dimethylformamide). Run at temperature 60 celsius. Yields the product C(C1=CC=CC=C1)N1C(N(C(C(=C1)C)=O)CCCBr)=O (1-benzyl-3-(3-bromopropyl)-5-methyl-1H-pyrimidine-2,4-dione). Reaction SMILES: [CH2:1]([N:8]1[CH:13]=[C:12]([CH3:14])[C:11](=[O:15])[NH:10][C:9]1=[O:16])[C:2]1[CH:7]=[CH:6][CH:5]=[CH:4][CH:3]=1.[OH-].[Na+].[Br:19][CH2:20][CH2:21][CH2:22]Br>CN(C)C=O.[Br-].C([N+](CCCC)(CCCC)CCCC)CCC>[CH2:1]([N:8]1[CH:13]=[C:12]([CH3:14])[C:11](=[O:15])[N:10]([CH2:22][CH2:21][CH2:20][Br:19])[C:9]1=[O:16])[C:2]1[CH:3]=[CH:4][CH:5]=[CH:6][CH:7]=1 |f:1.2,5.6|. Reported procedure: To a solution of 1-benzyl-5-methyl-1H-pyrimidine-2,4-dione (1.0 g, 4.6 mmol) in N,N-dimethylformamide (15 mL) was added tetrabutylammonium bromide (60 mg, 0.2 mmol) and sodium hydroxide (200 mg, 5.1 mmol). The suspension was stirred vigorously, heated to 60° C. for 1.5 h and then cooled to ambient temperature. 1,3-Dibromopropane (0.5 mL, 5.1 mmol) was added, the reaction was heated to 50° C. for 16 h and then concentrated in vacuo. The residue was taken up in ethyl acetate:water (1:1 200 mL), th... Starting materials: C(C)C1C(CCCC1=O)=O (2-ethylcyclohexane-1,3-dione), CC1C(CCCC1=O)=O (2-methylcyclohexane-1,3-dione). The product is OC(CCCC(C=C)=O)CCC (7-hydroxydec-1-en-3-one). As a reaction SMILES: [CH2:1]([CH:3]1[C:8](=[O:9])[CH2:7][CH2:6][CH2:5][C:4]1=[O:10])[CH3:2].[CH3:11][CH:12]1C(=O)CCCC1=O>>[OH:9][CH:8]([CH2:3][CH2:1][CH3:2])[CH2:7][CH2:6][CH2:5][C:4](=[O:10])[CH:11]=[CH2:12]. Procedure details: Employing procedures similar to those described in Example 1, except that 2-ethylcyclohexane-1,3-dione is substituted for 2-methylcyclohexane-1,3-dione, 7-hydroxydec-1-en-3-one is produced. RXN SMILES: [BrH:46].[CH3:34][C:35]([O:36][C:37](=[O:38])[CH3:39])=[O:40].[Cl:1][c:2]1[c:3](-[c:8]2[c:9](-[c:27]3[cH:28][cH:29][c:30]([Cl:33])[cH:31][cH:32]3)[cH:10][c:11]3[n:12]([n:13]2)[c:14]([C:17]24[CH2:18][CH2:19][C:20]([O:25][CH3:26])([CH2:21][CH2:22]2)[CH2:23][CH2:24]4)[n:15][n:16]3)[cH:4][cH:5][cH:6][cH:7]1.[Na+:45].[O-:41][C:42]([OH:43])=[O:44]>>[Cl:1][c:2]1[c:3](-[c:8]2[c:9](-[c:27]3[cH:28][cH:29][c:30]([Cl:33])[cH:31][cH:32]3)[cH:10][c:11]3[n:12]([n:13]2)[c:14]([C:17]24[CH2:18][CH2:19][C:20]([OH:25])([CH2:21][CH2:22]2)[CH2:23][CH2:24]4)[n:15][n:16]3)[cH:4][cH:5][cH:6][cH:7]1. Product: OC12CCC(c3nnc4cc(-c5ccc(Cl)cc5)c(-c5ccccc5Cl)nn34)(CC1)CC2. Starting materials: Br, CC(=O)OC(C)=O, COC12CCC(c3nnc4cc(-c5ccc(Cl)cc5)c(-c5ccccc5Cl)nn34)(CC1)CC2, [Na+], O=C([O-])O. Reactants: ClC1C(=O)NC(C1)=O (Chlorosuccinimide), FC1=CC=CC(=N1)N1CCOCC1 (4-(6-fluoropyridin-2-yl)morpholine), O (Water), C(Cl)Cl (DCM). The solvent is C(C)#N (ACN). Run at temperature 70 celsius. Product: ClC=1C=CC(=NC1F)N1CCOCC1 (4-(5-chloro-6-fluoropyridin-2-yl)morpholine). Isolated yield 22.4%. Reaction SMILES: [Cl:1]C1CC(=O)NC1=O.[F:9][C:10]1[N:15]=[C:14]([N:16]2[CH2:21][CH2:20][O:19][CH2:18][CH2:17]2)[CH:13]=[CH:12][CH:11]=1.O.C(Cl)Cl>C(#N)C>[Cl:1][C:11]1[CH:12]=[CH:13][C:14]([N:16]2[CH2:21][CH2:20][O:19][CH2:18][CH2:17]2)=[N:15][C:10]=1[F:9]. Procedure: Chlorosuccinimide (10.29 g, 77 mmol) was added to a solution of 4-(6-fluoropyridin-2-yl)morpholine (11.7 g, 64.2 mmol) in ACN (15 mL). The reaction mixture was heated to 70° C. for 30 min. Water and DCM were added. The organic phase was separated, washed with aqueous NaHCO3, brine and subsequently dried over MgSO4. The solvent was removed under reduced pressure and the residue was purified by silica gel chromatography (5-20% EtOAc/hexanes) to afford 3.11 g of 4-(5-chloro-6-fluoropyridin-2-yl)mor...